From a dataset of the Open Reaction Database (ORD), a public repository of structured organic reaction records. describe an organic reaction: reactants, conditions, products, and yield Starting materials: [F-].C(CCC)[N+](CCCC)(CCCC)CCCC (tetrabutylammonium fluoride), C(C)(=O)OO (peracetic acid), C(C)(=O)O (acetic acid), FC=1C=C(C=CC1F)N1N=CC(=C(C1=O)OCC[C@@H](C)O[Si](C)(C)C(C)(C)C)C1=CC=C(C=C1)SC ((R)-2-(3,4-Difluorophenyl)-4-[3-(tert-butyldimethylsiloxy)-1-butoxy]-5-[4-(methylthio)phenyl]-3(2H)-pyridazinone), C1CCOC1 (THF), S(=S)(=O)([O-])[O-].[Na+].[Na+] (sodium thiosulfate). Solvent: CC(=O)C (acetone). Conditions: time 1 hour. The product is FC=1C=C(C=CC1F)N1N=CC(=C(C1=O)OCC[C@@H](C)O)C1=CC=C(C=C1)S(=O)(=O)C ((R)-2-(3,4-Difluorophenyl)-4-(3-hydroxy-1-butoxy)-5-[4-(methylsulfonyl)phenyl]-3(2H)-pyridazinone). The yield is 87.0%. RXN SMILES: [F:1][C:2]1[CH:3]=[C:4]([N:9]2[C:14](=[O:15])[C:13]([O:16][CH2:17][CH2:18][C@H:19]([O:21][Si](C(C)(C)C)(C)C)[CH3:20])=[C:12]([C:29]3[CH:34]=[CH:33][C:32](SC)=[CH:31][CH:30]=3)[CH:11]=[N:10]2)[CH:5]=[CH:6][C:7]=1[F:8].[C:37](OO)(=O)C.C(O)(=O)C.[F-].C([N+](CCCC)(CCCC)CCCC)CCC.C1COCC1.[S:69]([O-:73])([O-])(=[O:71])=S.[Na+].[Na+]>CC(C)=O>[F:1][C:2]1[CH:3]=[C:4]([N:9]2[C:14](=[O:15])[C:13]([O:16][CH2:17][CH2:18][C@H:19]([OH:21])[CH3:20])=[C:12]([C:29]3[CH:34]=[CH:33][C:32]([S:69]([CH3:37])(=[O:73])=[O:71])=[CH:31][CH:30]=3)[CH:11]=[N:10]2)[CH:5]=[CH:6][C:7]=1[F:8] |f:3.4,6.7.8|. Procedure: A stirred solution of the product from step Example 545D(˜2 mmol) in acetone (10 mL) was chilled to 0° C. To this was added 32% peracetic acid in acetic acid solution (1.42 mL, 6 mmol). The reaction mixture was stirred for 1 hour while warming to room temperature. At this point the oxidation was complete, but some of the product's hydroxy group was still silylated so 1M tetrabutylammonium fluoride in THF (4 mL, 4 mmol) was added and stirring was continued for 0.5 hours. The reaction mixture was ... Starting materials: COC=1C(=CC2=C(CCN(CC2)C(COC)COC)C1)N (8-Methoxy-3-(2-methoxy-1-methoxymethyl-ethyl)-2,3,4,5-tetrahydro-1H-benzo[d]azepin-7-ylamine), ClC1=NC=C(C(=N1)NC1=C(C=CC=C1)S(=O)(=O)N1CCCC1)Cl ((2,5-Dichloro-pyrimidin-4-yl)-[2-(pyrrolidine-1-sulfonyl)-phenyl]-amine). The product is ClC=1C(=NC(=NC1)NC1=CC2=C(CCN(CC2)C(COC)COC)C=C1OC)NC1=C(C=CC=C1)S(=O)(=O)N1CCCC1 (5-Chloro-N*2*-[8-methoxy-3-(2-methoxy-1-methoxymethyl-ethyl)-2,3,4,5-tetrahydro-1H-benzo[d]azepin-7-yl]-N*4*-[2-(pyrrolidine-1-sulfonyl)-phenyl]-pyrimidine-2,4-diamine), foam. The yield is 61.0%. RXN SMILES: [CH3:1][O:2][C:3]1[C:4]([NH2:21])=[CH:5][C:6]2[CH2:12][CH2:11][N:10]([CH:13]([CH2:17][O:18][CH3:19])[CH2:14][O:15][CH3:16])[CH2:9][CH2:8][C:7]=2[CH:20]=1.Cl[C:23]1[N:28]=[C:27]([NH:29][C:30]2[CH:35]=[CH:34][CH:33]=[CH:32][C:31]=2[S:36]([N:39]2[CH2:43][CH2:42][CH2:41][CH2:40]2)(=[O:38])=[O:37])[C:26]([Cl:44])=[CH:25][N:24]=1>>[Cl:44][C:26]1[C:27]([NH:29][C:30]2[CH:35]=[CH:34][CH:33]=[CH:32][C:31]=2[S:36]([N:39]2[CH2:43][CH2:42][CH2:41][CH2:40]2)(=[O:38])=[O:37])=[N:28][C:23]([NH:21][C:4]2[C:3]([O:2][CH3:1])=[CH:20][C:7]3[CH2:8][CH2:9][N:10]([CH:13]([CH2:14][O:15][CH3:16])[CH2:17][O:18][CH3:19])[CH2:11][CH2:12][C:6]=3[CH:5]=2)=[N:24][CH:25]=1. Procedure: The title compound was prepared from 8-Methoxy-3-(2-methoxy-1-methoxymethyl-ethyl)-2,3,4,5-tetrahydro-1H-benzo[d]azepin-7-ylamine and (2,5-Dichloro-pyrimidin-4-yl)-[2-(pyrrolidine-1-sulfonyl)-phenyl]-amine in an analogous manner to Example 61e. Product isolated as an off-white foam (0.072 g, 61%). MP: 68-88° C. 1HNMR (400 MHz, CDCl3, δ, ppm): 9.42 (s, 1H), 8.54 (d, 1H, J=8.3 Hz), 8.13 (s, 1H), 7.97 (s, 1H), 7.93 (d, 1H, J=7.8 Hz), 7.55 (t, 1H, J=7.7 Hz), 7.47 (s, 1H), 7.21 (t, 1H, J=7.7 Hz), 6.6... The reactants are Cl.COC=1C=C2C=3CCNC(C3NC2=CC1)C1(CCC1)C(=O)OCC (Ethyl 1-(6-methoxy-2,3,4,9-tetrahydro-1H-β-carbolin-1-yl)cyclobutanecarboxylate Hydrochloride), Cl.ClC=1C=C2C=3CCNC(C3NC2=CC1)C1(CCC1)C(=O)OC (Methyl 1-(6-chloro-2,3,4,9-tetrahydro-1H-β-carbolin-1-yl)cyclobutanecarboxylate Hydrochloride). Procedure details: The procedure is as in Example 23, starting from the compound of Example 7 and the reagent of Example 26. Reaction SMILES: Cl.[CH3:2][O:3][C:4]1[CH:5]=[C:6]2[C:14](=[CH:15][CH:16]=1)[NH:13][C:12]1[CH:11]([C:17]3([C:21]([O:23][CH2:24]C)=[O:22])[CH2:20][CH2:19][CH2:18]3)[NH:10][CH2:9][CH2:8][C:7]2=1.Cl.[Cl:27]C1C=C2C(=CC=1)NC1C(C3(C(OC)=O)CCC3)NCCC2=1>>[ClH:27].[CH3:2][O:3][C:4]1[CH:5]=[C:6]2[C:14](=[CH:15][CH:16]=1)[NH:13][C:12]1[CH:11]([C:17]3([C:21]([O:23][CH3:24])=[O:22])[CH2:20][CH2:19][CH2:18]3)[NH:10][CH2:9][CH2:8][C:7]2=1 |f:0.1,2.3,4.5|. Product: Cl.COC=1C=C2C=3CCNC(C3NC2=CC1)C1(CCC1)C(=O)OC (Methyl 1-(6-methoxy-2,3,4,9-tetrahydro-1H-β-carbolin-1-yl)cyclobutanecarboxylate Hydrochloride).